From a dataset of the Open Reaction Database (ORD), a public repository of structured organic reaction records. describe an organic reaction: reactants, conditions, products, and yield Reactants: Cc1ccc(Br)c2ccccc12, [Li]CCCC, CN(C)CCOc1ccc2c(c1)OC(C)(C)CC2=O, C1CCOC1. Product: Cc1ccc(C2=CC(C)(C)Oc3cc(OCCN(C)C)ccc32)c2ccccc12. As a reaction SMILES: [Br:6][c:7]1[cH:8][cH:9][c:10]([CH3:17])[c:11]2[cH:12][cH:13][cH:14][cH:15][c:16]12.[CH2:1]([Li:2])[CH2:3][CH2:4][CH3:5].[CH3:18][C:19]1([CH3:36])[O:20][c:21]2[cH:22][c:23]([O:30][CH2:31][CH2:32][N:33]([CH3:34])[CH3:35])[cH:24][cH:25][c:26]2[C:27](=[O:29])[CH2:28]1.[O:37]1[CH2:38][CH2:39][CH2:40][CH2:41]1>>[c:7]1([C:27]2=[CH:28][C:19]([CH3:18])([CH3:36])[O:20][c:21]3[cH:22][c:23]([O:30][CH2:31][CH2:32][N:33]([CH3:34])[CH3:35])[cH:24][cH:25][c:26]32)[cH:8][cH:9][c:10]([CH3:17])[c:11]2[cH:12][cH:13][cH:14][cH:15][c:16]12. Starting materials: CC(C)(C)OC(=O)N1CCNCC1, CC(=O)c1ccc(S(C)(=O)=O)cc1C, CC#N, CC(=O)c1ccc(CCl)cc1. The product is CC(=O)c1ccc(CN2CCN(C(=O)OC(C)(C)C)CC2)cc1. As a reaction SMILES: [C:1](=[O:2])([O:3][C:4]([CH3:5])([CH3:6])[CH3:7])[N:8]1[CH2:9][CH2:10][NH:11][CH2:12][CH2:13]1.[CH3:14][S:15]([c:16]1[cH:17][cH:18][c:19]([C:20](=[O:21])[CH3:22])[c:23]([CH3:24])[cH:25]1)(=[O:26])=[O:27].[CH3:39][C:40]#[N:41].[Cl:28][CH2:29][c:30]1[cH:31][cH:32][c:33]([C:36]([CH3:37])=[O:38])[cH:34][cH:35]1>>[C:1](=[O:2])([O:3][C:4]([CH3:5])([CH3:6])[CH3:7])[N:8]1[CH2:9][CH2:10][N:11]([CH2:29][c:30]2[cH:31][cH:32][c:33]([C:36]([CH3:37])=[O:38])[cH:34][cH:35]2)[CH2:12][CH2:13]1. Starting materials: C(C)OC(CC(CCC)N1C(N(C2=C1C=CC=C2)C(=C)C)=O)=O (3-(3-Isopropenyl-2-oxo-2,3-dihydro-benzoimidazol-1-yl)-hexanoic acid ethyl ester), Cl (HCl). Solvent: CO (MeOH). Run at temperature 60 celsius. Yields the product C(C)OC(CC(CCC)N1C(NC2=C1C=CC=C2)=O)=O (3-(2-Oxo-2,3-dihydro-benzoimidazol-1-yl)-hexanoic acid ethyl ester). Isolated yield 79.2%. RXN SMILES: [CH2:1]([O:3][C:4](=[O:23])[CH2:5][CH:6]([N:10]1[C:14]2[CH:15]=[CH:16][CH:17]=[CH:18][C:13]=2[N:12](C(C)=C)[C:11]1=[O:22])[CH2:7][CH2:8][CH3:9])[CH3:2].Cl>CO>[CH2:1]([O:3][C:4](=[O:23])[CH2:5][CH:6]([N:10]1[C:14]2[CH:15]=[CH:16][CH:17]=[CH:18][C:13]=2[NH:12][C:11]1=[O:22])[CH2:7][CH2:8][CH3:9])[CH3:2]. Procedure: 3-(3-Isopropenyl-2-oxo-2,3-dihydro-benzoimidazol-1-yl)-hexanoic acid ethyl ester (1 g, 3.2 mmol) was dissolved in MeOH (30 mL) and HCl (30 mL) solution at room temperature. The solution was heated to 60° C. for 2 hours. The solution was cooled down and was extracted with EtOAc. The combined organic layer was dried with MgSO4 and was filtered. The filtrate was concentrated and the residue was purified by CombiFlash with 5% MeOH in CH2Cl2 as the eluent to afford the desirable product 3-(2-Oxo-2,3-... Starting materials: CC1=C(C=C(N)C=C1)[N+](=O)[O-] (4-methyl-3-nitroaniline), C(C)(=O)OC(C)=O (acetic anhydride). Conditions: time 16 hour. The product is CC1=C(C=C(C=C1)NC(C)=O)[N+](=O)[O-] (N-(4-Methyl-3-nitro-phenyl)acetamide). Reaction SMILES: [CH3:1][C:2]1[CH:8]=[CH:7][C:5]([NH2:6])=[CH:4][C:3]=1[N+:9]([O-:11])=[O:10].[C:12](OC(=O)C)(=[O:14])[CH3:13]>>[CH3:1][C:2]1[CH:8]=[CH:7][C:5]([NH:6][C:12](=[O:14])[CH3:13])=[CH:4][C:3]=1[N+:9]([O-:11])=[O:10]. Procedure: A solution of 4-methyl-3-nitroaniline (3.60 g, 23.7 mmol) in acetic anhydride (28 mL) was allowed to stir at room temperature. After 16 h, the reaction mixture was concentrated in vacuo, diluted with ethyl acetate (25 mL), washed with saturated sodium bicarbonate (2×50 mL), dried over anhydrous sodium sulfate and concentrated in vacuo to give 4.20 g (Y: 99%) of the title compound; 1H-NMR (CDCl3): δ8.10 (d, J=1.7 Hz, 1H), 7.75 (dd, J=8.5, 1.7 Hz, 1H), 7.38 (bs, 1H), 7.29 (d, J=8.5 Hz, 1H), 2.56 (...